The task is: describe an organic reaction: reactants, conditions, products, and yield. This data is from the Open Reaction Database (ORD), a public repository of structured organic reaction records. Reactants: CCCCS(=O)CCCC, FC(F)(F)I, [Fe+2], OO, O=S(=O)(O)O, O=S(=O)([O-])[O-], O=c1cc[nH]c(=O)[nH]1. Product: O=c1[nH]cc(C(F)(F)F)c(=O)[nH]1. Reaction SMILES: [CH2:14]([S:15]([CH2:16][CH2:17][CH2:18][CH3:19])=[O:20])[CH2:21][CH2:22][CH3:23].[F:9][C:10]([F:11])([F:12])[I:13].[Fe+2:36].[OH:29][OH:30].[S:24](=[O:25])(=[O:26])([OH:27])[OH:28].[S:31]([O-:32])([O-:33])(=[O:34])=[O:35].[nH:1]1[c:2](=[O:3])[nH:4][c:5](=[O:6])[cH:7][cH:8]1>>[nH:1]1[c:2](=[O:3])[nH:4][c:5](=[O:6])[c:7]([C:10]([F:9])([F:11])[F:12])[cH:8]1.